Dataset: the Open Reaction Database (ORD), a public repository of structured organic reaction records. Task: describe an organic reaction: reactants, conditions, products, and yield The reactants are ClC(Cl)Cl, C1=COCCC1, CC(C(=O)c1ccc(O)cc1)c1ccccc1, Cc1ccc(S(=O)(=O)O)cc1. The product is CC(C(=O)c1ccc(OC2CCCCO2)cc1)c1ccccc1. RXN SMILES: [CH:35]([Cl:36])([Cl:37])[Cl:38].[O:1]1[CH2:2][CH2:3][CH2:4][CH:5]=[CH:6]1.[OH:18][c:19]1[cH:20][cH:21][c:22]([C:25](=[O:26])[CH:27]([c:28]2[cH:29][cH:30][cH:31][cH:32][cH:33]2)[CH3:34])[cH:23][cH:24]1.[c:7]1([CH3:8])[cH:9][cH:10][c:11]([S:12]([OH:13])(=[O:14])=[O:15])[cH:16][cH:17]1>>[O:1]1[CH2:2][CH2:3][CH2:4][CH2:5][CH:6]1[O:18][c:19]1[cH:20][cH:21][c:22]([C:25](=[O:26])[CH:27]([c:28]2[cH:29][cH:30][cH:31][cH:32][cH:33]2)[CH3:34])[cH:23][cH:24]1. Reactants: C(C1=CC=CC=C1)(=O)O (benzoic acid), C(C)O (ethanol), S(O)(O)(=O)=O (sulfuric acid). Product: C(C1=CC=CC=C1)(=O)OCC (ethyl benzoate). RXN SMILES: [C:1]([OH:9])(=[O:8])[C:2]1[CH:7]=[CH:6][CH:5]=[CH:4][CH:3]=1.S(=O)(=O)(O)O.[CH2:15](O)[CH3:16]>>[C:1]([O:9][CH2:15][CH3:16])(=[O:8])[C:2]1[CH:7]=[CH:6][CH:5]=[CH:4][CH:3]=1. Procedure: To a flask were added 6.1 g of benzoic acid and 40 ml of anhydrous ethanol, to which 2 ml of concentrated sulfuric acid was added slowly and dropwise with stirring, and the mixture was heated under reflux for 6 hours, and then cooled to room temperature. The solvent was distilled under reduced pressure, and the residue was diluted with 30 ml of ethyl acetate and 25 ml of water. The aqueous layer was extracted with ethyl acetate (30 ml×2) and the organic layers were combined, washed with saturate...